From a dataset of the Open Reaction Database (ORD), a public repository of structured organic reaction records. describe an organic reaction: reactants, conditions, products, and yield Starting materials: CC(C)(C)NS(=O)(=O)c1cccc(-c2ccc3cnc(O)nn23)c1, Nc1ccc(C2CCN(CCO)CC2)cc1. The product is CC(C)(C)NS(=O)(=O)c1cccc(-c2ccc3cnc(Nc4ccc(C5CCN(CCO)CC5)cc4)nn23)c1. As a reaction SMILES: [C:1]([CH3:2])([CH3:3])([CH3:4])[NH:5][S:6](=[O:7])(=[O:8])[c:9]1[cH:10][c:11](-[c:15]2[cH:16][cH:17][c:18]3[cH:19][n:20][c:21]([OH:24])[n:22][n:23]23)[cH:12][cH:13][cH:14]1.[NH2:25][c:26]1[cH:27][cH:28][c:29]([CH:32]2[CH2:33][CH2:34][N:35]([CH2:38][CH2:39][OH:40])[CH2:36][CH2:37]2)[cH:30][cH:31]1>>[C:1]([CH3:2])([CH3:3])([CH3:4])[NH:5][S:6](=[O:7])(=[O:8])[c:9]1[cH:10][c:11](-[c:15]2[cH:16][cH:17][c:18]3[cH:19][n:20][c:21]([NH:25][c:26]4[cH:27][cH:28][c:29]([CH:32]5[CH2:33][CH2:34][N:35]([CH2:38][CH2:39][OH:40])[CH2:36][CH2:37]5)[cH:30][cH:31]4)[n:22][n:23]23)[cH:12][cH:13][cH:14]1.